describe an organic reaction: reactants, conditions, products, and yield From a dataset of the Open Reaction Database (ORD), a public repository of structured organic reaction records. Starting materials: CC(C)(C)[Si](Cl)(c1ccccc1)c1ccccc1, CN(C)C=O, O, O=C1NCCCC1CO, c1c[nH]cn1. Product: CC(C)(C)[Si](OCC1CCCNC1=O)(c1ccccc1)c1ccccc1. As a reaction SMILES: [C:15]([CH3:16])([CH3:17])([CH3:18])[Si:19]([c:20]1[cH:21][cH:22][cH:23][cH:24][cH:25]1)([c:26]1[cH:27][cH:28][cH:29][cH:30][cH:31]1)[Cl:32].[CH3:34][N:35]([CH3:36])[CH:37]=[O:38].[OH2:33].[OH:1][CH2:2][CH:3]1[C:4](=[O:9])[NH:5][CH2:6][CH2:7][CH2:8]1.[nH:10]1[cH:11][cH:12][n:13][cH:14]1>>[O:1]([CH2:2][CH:3]1[C:4](=[O:9])[NH:5][CH2:6][CH2:7][CH2:8]1)[Si:19]([C:15]([CH3:16])([CH3:17])[CH3:18])([c:20]1[cH:21][cH:22][cH:23][cH:24][cH:25]1)[c:26]1[cH:27][cH:28][cH:29][cH:30][cH:31]1. The reactants are CS(=O)(=O)Cl, O=C(O)CC(O)(CC(=O)O)C(=O)O, CC(C)(C)OC(=O)N1CC(O)CC1C(=O)Nc1ccc(N2CCOCC2=O)cc1, c1ccncc1. Yields the product CC(C)(C)OC(=O)N1CC(OS(C)(=O)=O)CC1C(=O)Nc1ccc(N2CCOCC2=O)cc1. As a reaction SMILES: [CH3:1][S:2]([Cl:3])(=[O:4])=[O:5].[OH:35][C:36]([CH2:37][C:38]([C:39](=[O:40])[OH:41])([CH2:42][C:43](=[O:44])[OH:45])[OH:46])=[O:47].[OH:6][CH:7]1[CH2:8][CH:9]([C:19]([NH:20][c:21]2[cH:22][cH:23][c:24]([N:27]3[C:28](=[O:33])[CH2:29][O:30][CH2:31][CH2:32]3)[cH:25][cH:26]2)=[O:34])[N:10]([C:12](=[O:13])[O:14][C:15]([CH3:16])([CH3:17])[CH3:18])[CH2:11]1.[cH:48]1[cH:49][cH:50][n:51][cH:52][cH:53]1>>[CH3:1][S:2](=[O:4])(=[O:5])[O:6][CH:7]1[CH2:8][CH:9]([C:19]([NH:20][c:21]2[cH:22][cH:23][c:24]([N:27]3[C:28](=[O:33])[CH2:29][O:30][CH2:31][CH2:32]3)[cH:25][cH:26]2)=[O:34])[N:10]([C:12](=[O:13])[O:14][C:15]([CH3:16])([CH3:17])[CH3:18])[CH2:11]1. The product is BrC=1C=C(C=CC1)C(C)=N[S@](=O)C(C)(C)C ((R)—N-(1-(3-bromophenyl)ethylidene)-2-methylpropane-2-sulfinamide). Reactants: Ti(OEt)4, CC(C)(C)[S@@](=O)N ((R)-(+)-2-methyl-2-propane sulfinamide), BrC=1C=C(C=CC1)C(C)=O (1-(3-bromophenyl)ethanone). Run in C1CCOC1 (THF), [Cl-].[Na+].O (brine). Reported procedure: Add Ti(OEt)4 (7 mL, 17 mmol) to a solution of (R)-(+)-2-methyl-2-propane sulfinamide (1.0 g, 8.3 mmol) and 1-(3-bromophenyl)ethanone (1.8 g, 9.1 mmol) in anhydrous THF (30 mL) at RT. Heat the mixture at 70° C. for 24 h. Allow the reaction mixture to cool to RT and pour into 30 mL of brine under vigorous stirring. Filter the suspension through a pad of Celite and wash the solid with EtOAc (2×20 mL). Wash the filtrate with brine (30 mL), dry (Na2SO4), and concentrate in vacuo. Chromatograph the re... Conditions: temperature 70 celsius. Reaction SMILES: [CH3:1][C:2]([S@:5]([NH2:7])=[O:6])([CH3:4])[CH3:3].[Br:8][C:9]1[CH:10]=[C:11]([C:15](=O)[CH3:16])[CH:12]=[CH:13][CH:14]=1>C1COCC1.[Cl-].[Na+].O>[Br:8][C:9]1[CH:10]=[C:11]([C:15](=[N:7][S@@:5]([C:2]([CH3:4])([CH3:3])[CH3:1])=[O:6])[CH3:16])[CH:12]=[CH:13][CH:14]=1 |f:3.4.5|. Starting materials: Br.N1=CC(=CC=C1)CCCBr (3-(3-pyridyl)-1-bromopropane HBr), CN(C=O)C (dimethylformamide), C1(C=2C(C(N1)=O)=CC=CC2)=O.[K] (potassium phthalimide), [OH-].[K+] (potassium hydroxide). The solvent is O (water). Product: N1=CC(=CC=C1)CCCN1C(C2=CC=CC=C2C1=O)=O (2-[3-(3-pyridinyl)propyl]-1H-isoindole-1,3(2H)-dione). The yield is 147.5%. As a reaction SMILES: Br.[N:2]1[CH:7]=[CH:6][CH:5]=[C:4]([CH2:8][CH2:9][CH2:10]Br)[CH:3]=1.CN(C)C=O.[C:17]1(=[O:27])[NH:21][C:20](=[O:22])[C:19]2=[CH:23][CH:24]=[CH:25][CH:26]=[C:18]12.[K].[OH-].[K+]>O>[N:2]1[CH:7]=[CH:6][CH:5]=[C:4]([CH2:8][CH2:9][CH2:10][N:21]2[C:17](=[O:27])[C:18]3[C:19](=[CH:23][CH:24]=[CH:25][CH:26]=3)[C:20]2=[O:22])[CH:3]=1 |f:0.1,3.4,5.6,^1:27|. Procedure details: To 7.9 g (28 mmoles) of 3-(3-pyridyl)-1-bromopropane HBr was added 150 mL of dimethylformamide and 27.0 g (145 moles) of potassium phthalimide. The reaction mixture was heated under reflux for 3 hours. The mixture was cooled, diluted with water, and made basic with aqueous potassium hydroxide. The product was then extracted with ethyl acetate, and the extracts were washed with saturated solutions of sodium bicarbonate and sodium chloride, dried and evaporated to give 11.0 g of 2-[3-(3-pyridinyl)... Reactants: C(C)(C)(C)OC(N(CCC1=C(NC2=CC=C(C=C12)N1N(NN=N1)CCCC)C1=CC(=CC(=C1)C)C)CC1=CC=CC=C1)=O (benzyl-{2-[5-(2-butylpentazol-1-yl)-2-(3,5-dimethylphenyl)-1H-indol-3-yl]-ethyl}carbamic acid tert-butyl ester), C1(=CC=CC=C1)OC (anisole), FC(C(=O)O)(F)F (trifluoroacetic acid). Reaction conditions: temperature 0 celsius, time 1.5 hour. Product: C(C1=CC=CC=C1)NCCC1=C(NC2=CC=C(C=C12)N1N(NN=N1)CCCC)C1=CC(=CC(=C1)C)C (Benzyl-{2-[5-(2-butylpentazol-1-yl)-2-(3,5-dimethylphenyl)-1H-indol-3-yl]ethyl}amine). Reaction SMILES: C(OC(=O)[N:7]([CH2:36][C:37]1[CH:42]=[CH:41][CH:40]=[CH:39][CH:38]=1)[CH2:8][CH2:9][C:10]1[C:18]2[C:13](=[CH:14][CH:15]=[C:16]([N:19]3[N:23]=[N:22][NH:21][N:20]3[CH2:24][CH2:25][CH2:26][CH3:27])[CH:17]=2)[NH:12][C:11]=1[C:28]1[CH:33]=[C:32]([CH3:34])[CH:31]=[C:30]([CH3:35])[CH:29]=1)(C)(C)C.C1(OC)C=CC=CC=1.FC(F)(F)C(O)=O>>[CH2:36]([NH:7][CH2:8][CH2:9][C:10]1[C:18]2[C:13](=[CH:14][CH:15]=[C:16]([N:19]3[N:23]=[N:22][NH:21][N:20]3[CH2:24][CH2:25][CH2:26][CH3:27])[CH:17]=2)[NH:12][C:11]=1[C:28]1[CH:29]=[C:30]([CH3:35])[CH:31]=[C:32]([CH3:34])[CH:33]=1)[C:37]1[CH:38]=[CH:39][CH:40]=[CH:41][CH:42]=1. Procedure details: To a solution of benzyl-{2-[5-(2-butylpentazol-1-yl)-2-(3,5-dimethylphenyl)-1H-indol-3-yl]-ethyl}carbamic acid tert-butyl ester (57 mg in 3.5 mL methylene chloride) at 0° C. was added 0.12 mL anisole followed by 0.80 mL trifluoroacetic acid and the mixture stirred at 0° C. After 1.5 hours, the mixture was concentrated in vacuo and the residual acid removed by azeotrope with toluene to give the crude title compound in quantitative yield.